Task: describe an organic reaction: reactants, conditions, products, and yield. Dataset: the Open Reaction Database (ORD), a public repository of structured organic reaction records Reactants: ClC=1N2N=CC=C2N=C2C1CCNCC2 (10-Chloro-6,7,8,9-tetrahydro-5H-1,4,7,10a-tetraaza-cyclohepta[f]indene), C=O (formaldehyde), C(C)(=O)O[BH-](OC(C)=O)OC(C)=O.[Na+] (sodium triacetoxyborohydride). Solvent: C(=O)([O-])[O-].[K+].[K+] (K2CO3). The product is ClC=1N2N=CC=C2N=C2C1CCN(CC2)C (10-Chloro-7-methyl-6,7,8,9-tetrahydro-5H-1,4,7,10a-tetraaza-cyclohepta[f]indene). Reaction SMILES: [Cl:1][C:2]1[N:3]2[C:7]([N:8]=[C:9]3[CH2:15][CH2:14][NH:13][CH2:12][CH2:11][C:10]=13)=[CH:6][CH:5]=[N:4]2.C=O.[C:18](O[BH-](OC(=O)C)OC(=O)C)(=O)C.[Na+]>C([O-])([O-])=O.[K+].[K+]>[Cl:1][C:2]1[N:3]2[C:7]([N:8]=[C:9]3[CH2:15][CH2:14][N:13]([CH3:18])[CH2:12][CH2:11][C:10]=13)=[CH:6][CH:5]=[N:4]2 |f:2.3,4.5.6|. Reported procedure: To 20.0 g (77.2 mmol) 10-Chloro-6,7,8,9-tetrahydro-5H-1,4,7,10a-tetraaza-cyclohepta[f]indene in 200 mL buffer (pH=5) 6.4 mL formaldehyde (37% in water, 84.9 mmol) and 19.7 g sodium triacetoxyborohydride (93.0 mmol) were added under cooling with ice and stirring was continued over night. The mixture was then diluted at 0° C. with K2CO3-solution (15% in water) and extracted with ethyl acetate. The organic layers were combined, dried (Na2SO4) and concentrated. The residue was then purified by colum... Reactants: CCCCS(=O)(=O)Nc1ccc(CCCOCCCCCCBr)cc1, ClCCl, NCc1ccccc1. The product is CCCCS(=O)(=O)Nc1ccc(CCCOCCCCCCNCc2ccccc2)cc1. As a reaction SMILES: [Br:1][CH2:2][CH2:3][CH2:4][CH2:5][CH2:6][CH2:7][O:8][CH2:9][CH2:10][CH2:11][c:12]1[cH:13][cH:14][c:15]([NH:18][S:19](=[O:20])(=[O:21])[CH2:22][CH2:23][CH2:24][CH3:25])[cH:16][cH:17]1.[Cl:34][CH2:35][Cl:36].[NH2:26][CH2:27][c:28]1[cH:29][cH:30][cH:31][cH:32][cH:33]1>>[CH2:2]([CH2:3][CH2:4][CH2:5][CH2:6][CH2:7][O:8][CH2:9][CH2:10][CH2:11][c:12]1[cH:13][cH:14][c:15]([NH:18][S:19](=[O:20])(=[O:21])[CH2:22][CH2:23][CH2:24][CH3:25])[cH:16][cH:17]1)[NH:26][CH2:27][c:28]1[cH:29][cH:30][cH:31][cH:32][cH:33]1. The reactants are C(C1=CC=CC=C1)OC(CN1N=C(N=C1C)CN(C)C)=O ((3-dimethylaminomethyl-5-methyl-[1,2,4]triazol-1-yl)-acetic acid benzyl ester), ( B ). The solvent is CCO (EtOH). Product: CN(C)CC1=NN(C(=N1)C)CC(=O)O ((3-Dimethylaminomethyl-5-methyl-[1,2,4]triazol-1-yl)-acetic acid). As a reaction SMILES: C([O:8][C:9](=[O:21])[CH2:10][N:11]1[C:15]([CH3:16])=[N:14][C:13]([CH2:17][N:18]([CH3:20])[CH3:19])=[N:12]1)C1C=CC=CC=1>CCO>[CH3:19][N:18]([CH2:17][C:13]1[N:14]=[C:15]([CH3:16])[N:11]([CH2:10][C:9]([OH:21])=[O:8])[N:12]=1)[CH3:20]. Procedure: The final compound was prepared using a method analogous to that of Example 14 step 14.2, (3-dimethylaminomethyl-5-methyl-[1,2,4]triazol-1-yl)-acetic acid benzyl ester replacing intermediate 14.1 and using EtOH instead of MeOH/AcOH. LC-MS (B): tR=0.15 min; [M+H]+: 199.16. Starting materials: ClC1=C(N)C=C(C(=C1)Cl)C (2,4-dichloro-5-methylaniline), ClC(=O)OC(Cl)(Cl)Cl (trichloromethyl chloroformate). The solvent is C1(=CC=CC=C1)C (toluene). Product: ClC1=C(C=C(C(=C1)Cl)C)N=C=O (2,4-dichloro-5-methylphenyl isocyanate). Isolated yield 107.9%. RXN SMILES: [Cl:1][C:2]1[CH:8]=[C:7]([Cl:9])[C:6]([CH3:10])=[CH:5][C:3]=1[NH2:4].Cl[C:12](OC(Cl)(Cl)Cl)=[O:13]>C1(C)C=CC=CC=1>[Cl:1][C:2]1[CH:8]=[C:7]([Cl:9])[C:6]([CH3:10])=[CH:5][C:3]=1[N:4]=[C:12]=[O:13]. Reported procedure: In a manner similar to Kurita, et al., J. Org. Chem., 41, 2070 (1976), incorporated herein by reference, the reaction of 3.43 g (0.0156 mole) of 2,4-dichloro-5-methylaniline and 3.5 g (0.018 mole) of trichloromethyl chloroformate in 50 mL of toluene produced 3.4 g of 2,4-dichloro-5-methylphenyl isocyanate. Reactants: C(C)OC(C(CC(=O)OCC)C(C)=O)=O (2-acetyl-succinic acid diethyl ester), [H-].[Na+] (NaH), [Na+].[Cl-] (NaCl), C(CC)I (PrI). Run in CS(=O)C (DMSO), O (Water). The product is C(C)OC(C(CC(=O)OCC)(CCC)C(C)=O)=O (2-acetyl-2-propyl-succinic acid diethyl ester). Reaction SMILES: [CH2:1]([O:3][C:4](=[O:15])[CH:5]([C:12](=[O:14])[CH3:13])[CH2:6][C:7]([O:9][CH2:10][CH3:11])=[O:8])[CH3:2].[H-].[Na+].[CH2:18](I)[CH2:19][CH3:20].[Na+].[Cl-]>CS(C)=O.O>[CH2:1]([O:3][C:4](=[O:15])[C:5]([C:12](=[O:14])[CH3:13])([CH2:18][CH2:19][CH3:20])[CH2:6][C:7]([O:9][CH2:10][CH3:11])=[O:8])[CH3:2] |f:1.2,4.5|. Reported procedure: To a solution of 2-acetyl-succinic acid diethyl ester (30 g, 139 mmol) in DMSO (250 ml) is added NaH (5.8 g, 60% in mineral oil, 145 mmol) in 10 portions over a period of 1 hour. The resulting solution is stirred at room temperature for another 1.5 hours. PrI (17.1 ml, 174 mmol) is added slowly over the period of 45 minutes and the resulting solution is stirred at room temperature overnight. Water (500 ml) is added, the solution is saturated with NaCl and extracted with EtOAc (3×250 ml). The com... Run at time 1.5 hour.